From a dataset of the Open Reaction Database (ORD), a public repository of structured organic reaction records. describe an organic reaction: reactants, conditions, products, and yield Reported procedure: Prepared by the method of example 1, step (d), using the product of example 1, step (c) and (R)-(−)-2-amino-1-propanol. Starting materials: ClC=1C2=C(N=C(N1)SCC1=CC=CC=C1)N=C(S2)N (7-Chloro-5-[(phenylmethyl)thio]thiazolo[4,5-d]pyrimidin-2-amine), N[C@@H](CO)C ((R)-(−)-2-amino-1-propanol). RXN SMILES: Cl[C:2]1[C:3]2[S:18][C:17]([NH2:19])=[N:16][C:4]=2[N:5]=[C:6]([S:8][CH2:9][C:10]2[CH:15]=[CH:14][CH:13]=[CH:12][CH:11]=2)[N:7]=1.[NH2:20][C@H:21]([CH3:24])[CH2:22][OH:23]>>[NH2:19][C:17]1[S:18][C:3]2[C:2]([NH:20][C@H:21]([CH3:24])[CH2:22][OH:23])=[N:7][C:6]([S:8][CH2:9][C:10]3[CH:15]=[CH:14][CH:13]=[CH:12][CH:11]=3)=[N:5][C:4]=2[N:16]=1. The product is NC=1SC2=C(N=C(N=C2N[C@@H](CO)C)SCC2=CC=CC=C2)N1 ((2R)-2-[[2-Amino-5-[(phenylmethyl)thio]thiazolo[4,5-d]pyrimidin-7-yl]amino]-1-propanol). Reactants: Cl.C1(CC1)COC1=C(C=C(C(=C1)F)OC)C=1C2=C(N=CN1)C(=C(N2)C)C(=O)N[C@H]2[C@@H](CNCC2)O (4-[2-(cyclopropylmethoxy)-4-fluoro-5-methoxyphenyl]-N-[(3R*,4R*)-3-hydroxypiperidin-4-yl]-6-methyl-5H-pyrrolo[3,2-d]pyrimidine-7-carboxamide hydrochloride), C(CC)(=O)Cl (propionyl chloride). Yields the product C1(CC1)COC1=C(C=C(C(=C1)F)OC)C=1C2=C(N=CN1)C(=C(N2)C)C(=O)N[C@H]2[C@@H](CN(CC2)C(CC)=O)O (4-[2-(Cyclopropylmethoxy)-4-fluoro-5-methoxyphenyl]-N-[(3R*,4R*)-3-hydroxy-1-propionylpiperidin-4-yl]-6-methyl-5H-pyrrolo[3,2-d]pyrimidine-7-carboxamide). As a reaction SMILES: Cl.[CH:2]1([CH2:5][O:6][C:7]2[CH:12]=[C:11]([F:13])[C:10]([O:14][CH3:15])=[CH:9][C:8]=2[C:16]2[C:17]3[NH:24][C:23]([CH3:25])=[C:22]([C:26]([NH:28][C@@H:29]4[CH2:34][CH2:33][NH:32][CH2:31][C@H:30]4[OH:35])=[O:27])[C:18]=3[N:19]=[CH:20][N:21]=2)[CH2:4][CH2:3]1.[C:36](Cl)(=[O:39])[CH2:37][CH3:38]>>[CH:2]1([CH2:5][O:6][C:7]2[CH:12]=[C:11]([F:13])[C:10]([O:14][CH3:15])=[CH:9][C:8]=2[C:16]2[C:17]3[NH:24][C:23]([CH3:25])=[C:22]([C:26]([NH:28][C@@H:29]4[CH2:34][CH2:33][N:32]([C:36](=[O:39])[CH2:37][CH3:38])[CH2:31][C@H:30]4[OH:35])=[O:27])[C:18]=3[N:19]=[CH:20][N:21]=2)[CH2:4][CH2:3]1 |f:0.1|. Procedure details: Starting from 4-[2-(cyclopropylmethoxy)-4-fluoro-5-methoxyphenyl]-N-[(3R*,4R*)-3-hydroxypiperidin-4-yl]-6-methyl-5H-pyrrolo[3,2-d]pyrimidine-7-carboxamide hydrochloride (example D.f38) and commercially available propionyl chloride the title compound is obtained as colorless solid.